From a dataset of the Open Reaction Database (ORD), a public repository of structured organic reaction records. describe an organic reaction: reactants, conditions, products, and yield The reactants are CCOC(=O)C(C)=Cc1cn(-c2cccnc2)c2ccccc12, CO, [Na+], [OH-], O. Product: CC(=Cc1cn(-c2cccnc2)c2ccccc12)C(=O)O. Reaction SMILES: [CH2:1]([CH3:2])[O:3][C:4](=[O:5])[C:6](=[CH:7][c:8]1[cH:9][n:10](-[c:17]2[cH:18][n:19][cH:20][cH:21][cH:22]2)[c:11]2[cH:12][cH:13][cH:14][cH:15][c:16]12)[CH3:23].[CH3:26][OH:27].[Na+:25].[OH-:24].[OH2:28]>>[O:3]=[C:4]([OH:5])[C:6](=[CH:7][c:8]1[cH:9][n:10](-[c:17]2[cH:18][n:19][cH:20][cH:21][cH:22]2)[c:11]2[cH:12][cH:13][cH:14][cH:15][c:16]12)[CH3:23]. The reactants are BrC1=C(C=C(C=C1)[N+](=O)[O-])OC (2-bromo-5-nitroanisole), C(C)(=O)[O-].[K+] (potassium acetate), CC=1SC=C(N1)C (2,4-dimethylthiazole). Reagents/catalysts: [Pd].C1(=CC=CC=C1)P(C1=CC=CC=C1)C1=CC=CC=C1.C1(=CC=CC=C1)P(C1=CC=CC=C1)C1=CC=CC=C1.C1(=CC=CC=C1)P(C1=CC=CC=C1)C1=CC=CC=C1.C1(=CC=CC=C1)P(C1=CC=CC=C1)C1=CC=CC=C1 (tetrakis(triphenylphosphine)-palladium(0)). The solvent is CN(C(C)=O)C (N,N-dimethylacetamide). Yields the product COC1=C(C=CC(=C1)[N+](=O)[O-])C1=C(N=C(S1)C)C (5-(2-Methoxy-4-nitro-phenyl)-2,4-dimethyl-thiazole). The yield is 62.1%. Reaction SMILES: Br[C:2]1[CH:7]=[CH:6][C:5]([N+:8]([O-:10])=[O:9])=[CH:4][C:3]=1[O:11][CH3:12].C([O-])(=O)C.[K+].[CH3:18][C:19]1[S:20][CH:21]=[C:22]([CH3:24])[N:23]=1>CN(C)C(=O)C.[Pd].C1(P(C2C=CC=CC=2)C2C=CC=CC=2)C=CC=CC=1.C1(P(C2C=CC=CC=2)C2C=CC=CC=2)C=CC=CC=1.C1(P(C2C=CC=CC=2)C2C=CC=CC=2)C=CC=CC=1.C1(P(C2C=CC=CC=2)C2C=CC=CC=2)C=CC=CC=1>[CH3:12][O:11][C:3]1[CH:4]=[C:5]([N+:8]([O-:10])=[O:9])[CH:6]=[CH:7][C:2]=1[C:21]1[S:20][C:19]([CH3:18])=[N:23][C:22]=1[CH3:24] |f:1.2,5.6.7.8.9|. Reported procedure: In a microwave vial a mixture of 2-bromo-5-nitroanisole (600 mg, 2.53 mmol), potassium acetate (377 mg, 3.80 mmol) and tetrakis(triphenylphosphine)-palladium(0) (148 mg, 0.13 mmol) in N,N-dimethylacetamide (8 mL) was flushed with nitrogen while 2,4-dimethylthiazole (1.47 g, 12.6 mmol) was added. The tube was sealed and the mixture irradiated for 30 minutes at 170° C. The red-brown mixture was partitioned between ethyl acetate and water. The aqueous layer was re-extracted with ethyl acetate. The ... Starting materials: O=C(O)c1cc2c(OCc3coc4ccc(Cl)cc34)cccc2[nH]1, Cl, Cl, Cl, NC1CCN(CCN2CCCCCC2)CC1. The product is O=C(NC1CCN(CCN2CCCCCC2)CC1)c1cc2c(OCc3coc4ccc(Cl)cc34)cccc2[nH]1. Reaction SMILES: [Cl:1][c:2]1[cH:3][cH:4][c:5]2[c:6]([c:7]([CH2:10][O:11][c:12]3[c:13]4[cH:14][c:15]([C:21](=[O:22])[OH:23])[nH:16][c:17]4[cH:18][cH:19][cH:20]3)[cH:8][o:9]2)[cH:24]1.[ClH:25].[ClH:26].[ClH:27].[N:28]1([CH2:35][CH2:36][N:37]2[CH2:38][CH2:39][CH:40]([NH2:43])[CH2:41][CH2:42]2)[CH2:29][CH2:30][CH2:31][CH2:32][CH2:33][CH2:34]1>>[Cl:1][c:2]1[cH:3][cH:4][c:5]2[c:6]([c:7]([CH2:10][O:11][c:12]3[c:13]4[cH:14][c:15]([C:21](=[O:23])[NH:43][CH:40]5[CH2:39][CH2:38][N:37]([CH2:36][CH2:35][N:28]6[CH2:29][CH2:30][CH2:31][CH2:32][CH2:33][CH2:34]6)[CH2:42][CH2:41]5)[nH:16][c:17]4[cH:18][cH:19][cH:20]3)[cH:8][o:9]2)[cH:24]1. The reactants are C1(=CC=CC=C1)C=1N=C(SC1C(=O)OCC)C1=CC=NC=C1 (ethyl 4-phenyl-2-pyridin-4-yl-1,3-thiazole-5-carboxylate), ClC1=CC(=CC=C1)C(=O)OO (m-chloroperbenzoic acid). Solvent: C(C)#N (acetonitrile). Reaction conditions: time 2 day. Product: [O-][N+]1=CC=C(C=C1)C=1SC(=C(N1)C1=CC=CC=C1)C(=O)OCC (ethyl 2-(1-oxidopyridin-4-yl)-4-phenyl-1,3-thiazole-5-carboxylate). The yield is 72.1%. RXN SMILES: [C:1]1([C:7]2[N:8]=[C:9]([C:17]3[CH:22]=[CH:21][N:20]=[CH:19][CH:18]=3)[S:10][C:11]=2[C:12]([O:14][CH2:15][CH3:16])=[O:13])[CH:6]=[CH:5][CH:4]=[CH:3][CH:2]=1.ClC1C=CC=C(C(OO)=[O:31])C=1>C(#N)C>[O-:31][N+:20]1[CH:19]=[CH:18][C:17]([C:9]2[S:10][C:11]([C:12]([O:14][CH2:15][CH3:16])=[O:13])=[C:7]([C:1]3[CH:2]=[CH:3][CH:4]=[CH:5][CH:6]=3)[N:8]=2)=[CH:22][CH:21]=1. Procedure: To a suspension of ethyl 4-phenyl-2-pyridin-4-yl-1,3-thiazole-5-carboxylate (2.6 g, 8.5 mmol) produced in the above in acetonitrile (300 mL) was added m-chloroperbenzoic acid (containing water, about 70%, 3.9 g, about 16.0 mmol), and the mixture was stirred at room temperature for 2 days. The reaction solution was concentrated under reduced pressure to about 100 mL, and the obtained suspension was diluted with ethyl acetate (300 mL), and washed successively with saturated aqueous sodium bisulfit... The reactants are O (water), O=C1CCN(CC1)C(=O)OC(C)(C)C (tert-Butyl 4-oxopiperidine-1-carboxylate), FC=1C=C(CP(OCC)(OCC)=O)C=CC1[N+](=O)[O-] (diethyl 3-fluoro-4-nitrobenzylphosphonate), [H-].[Na+] (sodium hydride). The solvent is O1CCCC1 (tetrahydrofuran). Conditions: time 4 hour. Product: FC=1C=C(C=C2CCN(CC2)C(=O)OC(C)(C)C)C=CC1[N+](=O)[O-] (tert-Butyl 4-(3-fluoro-4-nitrobenzylidene)piperidine-1-carboxylate). Isolated yield 64.8%. As a reaction SMILES: O=[C:2]1[CH2:7][CH2:6][N:5]([C:8]([O:10][C:11]([CH3:14])([CH3:13])[CH3:12])=[O:9])[CH2:4][CH2:3]1.[F:15][C:16]1[CH:17]=[C:18]([CH:28]=[CH:29][C:30]=1[N+:31]([O-:33])=[O:32])[CH2:19]P(=O)(OCC)OCC.[H-].[Na+].O>O1CCCC1>[F:15][C:16]1[CH:17]=[C:18]([CH:28]=[CH:29][C:30]=1[N+:31]([O-:33])=[O:32])[CH:19]=[C:2]1[CH2:7][CH2:6][N:5]([C:8]([O:10][C:11]([CH3:14])([CH3:13])[CH3:12])=[O:9])[CH2:4][CH2:3]1 |f:2.3|. Procedure: tert-Butyl 4-oxopiperidine-1-carboxylate (126 mmol, 25.04 g) and diethyl 3-fluoro-4-nitrobenzylphosphonate (126 mmol, 36.6 g) in tetrahydrofuran (220 mL) were stirred and sodium hydride (163 mmol, 6.54 g, 60% in oil) was added. The reaction was stirred for 4 hours and then water was added. The reaction was extracted with dichloromethane and the organics were dried (magnesium sulfate), filtered and concentrated under reduced pressure. The residue was purified by silica column chromatography eluti... Starting materials: c1ccc(COCC2CO2)cc1, CCCC[N+](CCCC)(CCCC)CCCC, CC(=O)O, [Cl-], ClCC1CO1, [Li+], [Na+], C1CCOC1, [OH-], OCc1ccccc1, O=S(=O)([O-])O. The product is OC(CCl)COCc1ccccc1. RXN SMILES: [CH2:14]([O:15][CH2:16][c:17]1[cH:18][cH:19][cH:20][cH:21][cH:22]1)[CH:23]1[O:24][CH2:25]1.[CH2:33]([N+:34]([CH2:35][CH2:36][CH2:37][CH3:38])([CH2:39][CH2:40][CH2:41][CH3:42])[CH2:43][CH2:44][CH2:45][CH3:46])[CH2:47][CH2:48][CH3:49].[CH3:57][C:58](=[O:59])[OH:60].[Cl-:27].[Cl:1][CH2:2][CH:3]1[CH2:4][O:5]1.[Li+:26].[Na+:51].[O:52]1[CH2:53][CH2:54][CH2:55][CH2:56]1.[OH-:50].[OH:6][CH2:7][c:8]1[cH:9][cH:10][cH:11][cH:12][cH:13]1.[S:28](=[O:29])(=[O:30])([OH:31])[O-:32]>>[Cl:1][CH2:2][CH:3]([CH2:4][O:6][CH2:7][c:8]1[cH:9][cH:10][cH:11][cH:12][cH:13]1)[OH:5]. Procedure details: To a solution of 4-formylphenylboronic acid (100 g, 0.67 mol) and 2-chloro-5-(trifluoromethyl)pyridine 2 (121 g, 0.67 mol) in acetonitrile (900 mL) was added Pd(dppf)Cl2 (24 g, 33.5 mmol) and 2M aqueous Na2CO3 (837 mL). The resulting mixture was heated at reflux for 3 h under nitrogen atmosphere. The reaction mixture was extracted with ethyl acetate (3*500 mL). The combined organic layers were dried over Na2SO4, filtered and concentrated under reduced pressure. The crude material was purified by... Starting materials: C(=O)C1=CC=C(C=C1)B(O)O (4-formylphenylboronic acid), FC(C1=CC=C(C=C1)C1=NC=C(C=N1)NC(CCC)C1=CC=C(C(=O)NCCC(=O)O)C=C1)(F)F (3-(4-(1-(2-(4-(trifluoromethyl)phenyl)pyrimidin-5-ylamino)butyl)benzamido)propanoic acid), C(=O)([O-])[O-].[Na+].[Na+] (Na2CO3), C(C)#N (acetonitrile). Reagents/catalysts: C1=CC=C(C=C1)P([C-]2C=CC=C2)C3=CC=CC=C3.C1=CC=C(C=C1)P([C-]2C=CC=C2)C3=CC=CC=C3.Cl[Pd]Cl.[Fe+2] (Pd(dppf)Cl2). Reaction SMILES: [CH:1]([C:3]1[CH:8]=[CH:7][C:6](B(O)O)=[CH:5][CH:4]=1)=[O:2].[F:12][C:13]([F:46])([F:45])[C:14]1[CH:19]=[CH:18][C:17](C2N=CC(NC(C3C=CC(C(NCCC(O)=O)=O)=CC=3)CCC)=CN=2)=C[CH:15]=1.C([O-])([O-])=O.[Na+].[Na+].C(#[N:55])C>C1C=CC(P(C2C=CC=CC=2)[C-]2C=CC=C2)=CC=1.C1C=CC(P(C2C=CC=CC=2)[C-]2C=CC=C2)=CC=1.Cl[Pd]Cl.[Fe+2]>[F:12][C:13]([F:46])([F:45])[C:14]1[CH:19]=[CH:18][C:17]([C:6]2[CH:7]=[CH:8][C:3]([CH:1]=[O:2])=[CH:4][CH:5]=2)=[N:55][CH:15]=1 |f:2.3.4,6.7.8.9|. Product: FC(C=1C=CC(=NC1)C1=CC=C(C=O)C=C1)(F)F (4-(5-(trifluoromethyl)pyridin-2-yl)benzaldehyde).